This data is from the Open Reaction Database (ORD), a public repository of structured organic reaction records. The task is: describe an organic reaction: reactants, conditions, products, and yield Starting materials: CO, COc1ccc(S(=O)(=O)c2ccc(F)c3ccccc23)cc1N1CCNCC1, [Na+], [OH-], O. Product: COc1ccc(S(=O)(=O)c2ccc(OC)c3ccccc23)cc1N1CCNCC1. RXN SMILES: [CH3:32][OH:33].[F:1][c:2]1[cH:3][cH:4][c:5]([S:12](=[O:13])(=[O:14])[c:15]2[cH:16][cH:17][c:18]([O:27][CH3:28])[c:19]([N:21]3[CH2:22][CH2:23][NH:24][CH2:25][CH2:26]3)[cH:20]2)[c:6]2[cH:7][cH:8][cH:9][cH:10][c:11]12.[Na+:30].[OH-:29].[OH2:31]>>[c:2]1([O:29][CH3:32])[cH:3][cH:4][c:5]([S:12](=[O:13])(=[O:14])[c:15]2[cH:16][cH:17][c:18]([O:27][CH3:28])[c:19]([N:21]3[CH2:22][CH2:23][NH:24][CH2:25][CH2:26]3)[cH:20]2)[c:6]2[cH:7][cH:8][cH:9][cH:10][c:11]12. Reactants: OCC1=CC=CC(=N1)C(=O)N1CCOCC1 ((6-hydroxymethylpyridin-2-yl)morpholin-4-ylmethanone), C(C)(C)N(CC)C(C)C (diisopropylethyl-amine), CS(=O)(=O)Cl (methanesulfonyl chloride). Run in C(Cl)Cl (methylene chloride). Conditions: time 8 hour. Yields the product ClCC1=CC=CC(=N1)C(=O)N1CCOCC1 ((6-chloromethylpyridin-2-yl)morpholin-4-ylmethanone). Reaction SMILES: O[CH2:2][C:3]1[N:8]=[C:7]([C:9]([N:11]2[CH2:16][CH2:15][O:14][CH2:13][CH2:12]2)=[O:10])[CH:6]=[CH:5][CH:4]=1.C(N(C(C)C)CC)(C)C.CS([Cl:30])(=O)=O>C(Cl)Cl>[Cl:30][CH2:2][C:3]1[N:8]=[C:7]([C:9]([N:11]2[CH2:16][CH2:15][O:14][CH2:13][CH2:12]2)=[O:10])[CH:6]=[CH:5][CH:4]=1. Procedure details: To a solution of 530 mg of (6-hydroxymethylpyridin-2-yl)morpholin-4-ylmethanone and 614 mg of diisopropylethyl-amine in 10 mL of methylene chloride at ice temperature, 0.28 mL of methanesulfonyl chloride was added dropwise, and the mixture was stirred at room temperature overnight. The reaction mixture was concentrated under reduced pressure, and the residue was purified by chromatography on silica gel (methylene chloride-ethanol=50:1) to give 570 mg of (6-chloromethylpyridin-2-yl)morpholin-4-yl... The reactants are CCOC(=O)c1cnc2c(c1O)C(O)CCC2, [Na+], [OH-]. Yields the product O=C(O)c1cnc2c(c1O)C(O)CCC2. As a reaction SMILES: [CH2:1]([CH3:2])[O:3][C:4](=[O:5])[c:6]1[cH:7][n:8][c:9]2[c:14]([c:15]1[OH:16])[CH:13]([OH:17])[CH2:12][CH2:11][CH2:10]2.[Na+:19].[OH-:18]>>[O:3]=[C:4]([OH:5])[c:6]1[cH:7][n:8][c:9]2[c:14]([c:15]1[OH:16])[CH:13]([OH:17])[CH2:12][CH2:11][CH2:10]2. Starting materials: 3A, ClC1=CC=C(C=C1)SC1=CC=C(C=N1)[N+](=O)[O-] (6-(4-Chlorophenylthio)-3-nitropyridine), [Cl-].[NH4+] (ammonium chloride), O (water). Reagents/catalysts: [Fe] (Iron). Run in C(C)O (ethanol). Product: ClC1=CC=C(C=C1)SC1=CC=C(C=N1)N (6-(4-CHLOROPHENYLTHIO)-3-AMINOPYRIDINE). Reaction SMILES: [Cl:1][C:2]1[CH:7]=[CH:6][C:5]([S:8][C:9]2[N:14]=[CH:13][C:12]([N+:15]([O-])=O)=[CH:11][CH:10]=2)=[CH:4][CH:3]=1.[Cl-].[NH4+].O>[Fe].C(O)C>[Cl:1][C:2]1[CH:3]=[CH:4][C:5]([S:8][C:9]2[N:14]=[CH:13][C:12]([NH2:15])=[CH:11][CH:10]=2)=[CH:6][CH:7]=1 |f:1.2|. Procedure: 6-(4-Chlorophenylthio)-3-nitropyridine (1.33 grams) was mixed with ammonium chloride (5.0 grams) in 5 ml. of water and about 50 ml. of 3A ethanol at 70°-80° C. Iron powder (3.0 grams) was added portionwise and the reaction mixture heated at 70°-80° C. with constant stirring, for 4 hours. The solution was filtered hot, solvents were removed, and the residue was washed with water; chloroform used to extract the compound was removed in vacuo. A thick oil was crystallized from ether-hexanes after pa... Reactants: C1(CC1)C=1N=CN(C1)C1=CC(=NC=C1F)C(=O)NC=1N=C(SC1)C1=NN=CN1C1CC1 (4-(4-cyclopropyl-1H-imidazol-1-yl)-N-(2-(4-cyclopropyl-4H-1,2,4-triazol-3-yl)thiazol-4-yl)-5-fluoropicolinamide), C(=O)([O-])[O-].[K+].[K+] (K2CO3), N1CCOCC1 (morpholine). Solvent: CN(C)C=O (DMF). Reaction conditions: temperature 80 celsius. The product is C1(CC1)C=1N=CN(C1)C1=CC(=NC=C1N1CCOCC1)C(=O)NC=1N=C(SC1)C1=NN=CN1C1CC1 (4-(4-cyclopropyl-1H-imidazol-1-yl)-N-(2-(4-cyclopropyl-4H-1,2,4-triazol-3-yl)thiazol-4-yl)-5-morpholinopicolinamide). The yield is 75.2%. RXN SMILES: [CH:1]1([C:4]2[N:5]=[CH:6][N:7]([C:9]3[C:14](F)=[CH:13][N:12]=[C:11]([C:16]([NH:18][C:19]4[N:20]=[C:21]([C:24]5[N:28]([CH:29]6[CH2:31][CH2:30]6)[CH:27]=[N:26][N:25]=5)[S:22][CH:23]=4)=[O:17])[CH:10]=3)[CH:8]=2)[CH2:3][CH2:2]1.C([O-])([O-])=O.[K+].[K+].[NH:38]1[CH2:43][CH2:42][O:41][CH2:40][CH2:39]1>CN(C=O)C>[CH:1]1([C:4]2[N:5]=[CH:6][N:7]([C:9]3[C:14]([N:38]4[CH2:43][CH2:42][O:41][CH2:40][CH2:39]4)=[CH:13][N:12]=[C:11]([C:16]([NH:18][C:19]4[N:20]=[C:21]([C:24]5[N:28]([CH:29]6[CH2:31][CH2:30]6)[CH:27]=[N:26][N:25]=5)[S:22][CH:23]=4)=[O:17])[CH:10]=3)[CH:8]=2)[CH2:3][CH2:2]1 |f:1.2.3|. Procedure details: To a mixture of intermediate D (450 mg, 1.03 mmol) and K2CO3 (430 mg, 3.09 mmol) in DMF (3 mL) was added morpholine (270 μl, 3.09 mmol) and the reaction was heated to 80° C. overnight. The reaction was concentrated and purified by RP-HPLC to afford 390 mg (75% y) of 4-(4-cyclopropyl-1H-imidazol-1-yl)-N-(2-(4-cyclopropyl-4H-1,2,4-triazol-3-yl)thiazol-4-yl)-5-morpholinopicolinamide. All final compounds were isolated as the HCl salt from the preparative HPLC. Yields the product ClCN1S(N(C(C1=O)(CCC)C)C)(=O)=O (2-chloromethyl-4-methyl-4-propyl-5-methyl-1,2,5-thiadiazolidin-3-one 1,1-dioxide). The reactants are C1(=CC=CC=C1)SCN1S(N(C(C1=O)(CCC)C)CC)(=O)=O (2-Phenylthiomethyl-4-methyl-4-propyl-5-ethyl-1,2,5-thiadiazolidin-3-one 1,1-dioxide), S(=O)(=O)(Cl)Cl (sulfuryl chloride). The solvent is C(Cl)Cl (methylene chloride). The yield is 64.5%. As a reaction SMILES: C1(S[CH2:8][N:9]2[C:13](=[O:14])[C:12]([CH3:18])([CH2:15][CH2:16][CH3:17])[N:11]([CH2:19]C)[S:10]2(=[O:22])=[O:21])C=CC=CC=1.S(Cl)([Cl:26])(=O)=O>C(Cl)Cl>[Cl:26][CH2:8][N:9]1[C:13](=[O:14])[C:12]([CH3:18])([CH2:15][CH2:16][CH3:17])[N:11]([CH3:19])[S:10]1(=[O:22])=[O:21]. Procedure details: A solution of 2-Phenylthiomethyl-4-methyl-4-propyl-5-ethyl-1,2,5-thiadiazolidin-3-one 1,1-dioxide (0.96 g) and sulfuryl chloride (0.28 ml) in 25 ml of dry methylene chloride was stirred for 1.75 hours at room temperature. The mixture was concentrated in vacuo and the residue triturated in 30 ml of hexane to afford 480 mg (64.5%) of 2-chloromethyl-4-methyl-4-propyl-5-methyl-1,2,5-thiadiazolidin-3-one 1,1-dioxide (Formula II: R1 =propyl; R2 =CH3 ; R3 =CH3 ; X'=Cl) as a solid, m.p. 99°-100° C. The reactants are CC(=O)O[BH-](OC(C)=O)OC(C)=O, CC(C)(C)OC(=O)NCC(C=O)SCc1ccccc1, C1CSCCN1, [Na+], [Na+], C1CCOC1, O=C([O-])O. RXN SMILES: [C:27]([O:28][BH-:29]([O:30][C:31](=[O:32])[CH3:33])[O:34][C:35](=[O:36])[CH3:37])(=[O:38])[CH3:39].[CH2:1]([c:2]1[cH:3][cH:4][cH:5][cH:6][cH:7]1)[S:8][CH:9]([CH2:10][NH:11][C:12]([O:13][C:14]([CH3:15])([CH3:16])[CH3:17])=[O:18])[CH:19]=[O:20].[CH2:21]1[CH2:22][S:23][CH2:24][CH2:25][NH:26]1.[Na+:40].[Na+:41].[O:46]1[CH2:47][CH2:48][CH2:49][CH2:50]1.[OH:42][C:43](=[O:44])[O-:45]>>[CH2:1]([c:2]1[cH:3][cH:4][cH:5][cH:6][cH:7]1)[S:8][CH:9]([CH2:10][NH:11][C:12]([O:13][C:14]([CH3:15])([CH3:16])[CH3:17])=[O:18])[CH2:19][N:26]1[CH2:21][CH2:22][S:23][CH2:24][CH2:25]1. The product is CC(C)(C)OC(=O)NCC(CN1CCSCC1)SCc1ccccc1. The reactants are CC(C)(C)OC(=O)NC(Cc1ccc(OCc2ccccc2)cc1)CN1CCOCC1, ClCCl. Product: NC(Cc1ccc(OCc2ccccc2)cc1)CN1CCOCC1. Reaction SMILES: [C:1]([O:2][C:3](=[O:4])[NH:7][CH:8]([CH2:9][c:10]1[cH:11][cH:12][c:13]([O:16][CH2:17][c:18]2[cH:19][cH:20][cH:21][cH:22][cH:23]2)[cH:14][cH:15]1)[CH2:24][N:25]1[CH2:26][CH2:27][O:28][CH2:29][CH2:30]1)([CH3:5])([CH3:6])[CH3:31].[Cl:32][CH2:33][Cl:34]>>[NH2:7][CH:8]([CH2:9][c:10]1[cH:11][cH:12][c:13]([O:16][CH2:17][c:18]2[cH:19][cH:20][cH:21][cH:22][cH:23]2)[cH:14][cH:15]1)[CH2:24][N:25]1[CH2:26][CH2:27][O:28][CH2:29][CH2:30]1. Product: C(=O)(O)CC1=C(CCCC1)N1N=C(C=CC1=O)C=1C(=NN2C1C=CC=C2)C2=CC=CC=C2 (3-[2-(2-carboxymethyl-1-cyclohexenyl)-3-oxo-2,3-dihydropyridazin-6-yl]-2-phenylpyrazolo[1,5-a]pyridine). Solvent: ClCCl (dichloromethane). The reactants are C(C)(C)(C)OC(=O)CC1=C(CCCC1)N1N=C(C=CC1=O)C=1C(=NN2C1C=CC=C2)C2=CC=CC=C2 (3-[2-(2-tert-butoxycarbonylmethyl-1-cyclohexenyl)-3-oxo-2,3-dihydropyridazin-6-yl]-2-phenylpyrazolo[1,5-a]pyridine), FC(C(=O)O)(F)F (trifluoroacetic acid). Procedure: To a solution of 3-[2-(2-tert-butoxycarbonylmethyl-1-cyclohexenyl)-3-oxo-2,3-dihydropyridazin-6-yl]-2-phenylpyrazolo[1,5-a]pyridine (248 g) in dichloromethane (500 ml) was added dropwise trifluoroacetic acid (396 ml) at 5° C. After addition, a reaction mixture was allowed to warm to ambient temperature, and stirred for 20 hours. Solvent was removed by distillation and toluene azeotrope (500 ml×2). A residue was dissolved in a mixture of 1N-aqueous sodium hydroxide solution (3.5 l) and water (0.5... RXN SMILES: C([O:5][C:6]([CH2:8][C:9]1[CH2:14][CH2:13][CH2:12][CH2:11][C:10]=1[N:15]1[C:20](=[O:21])[CH:19]=[CH:18][C:17]([C:22]2[C:23]([C:31]3[CH:36]=[CH:35][CH:34]=[CH:33][CH:32]=3)=[N:24][N:25]3[CH:30]=[CH:29][CH:28]=[CH:27][C:26]=23)=[N:16]1)=[O:7])(C)(C)C.FC(F)(F)C(O)=O>ClCCl>[C:6]([CH2:8][C:9]1[CH2:14][CH2:13][CH2:12][CH2:11][C:10]=1[N:15]1[C:20](=[O:21])[CH:19]=[CH:18][C:17]([C:22]2[C:23]([C:31]3[CH:32]=[CH:33][CH:34]=[CH:35][CH:36]=3)=[N:24][N:25]3[CH:30]=[CH:29][CH:28]=[CH:27][C:26]=23)=[N:16]1)([OH:7])=[O:5]. Reaction conditions: time 20 hour. Isolated yield 69.4%.